Dataset: the Open Reaction Database (ORD), a public repository of structured organic reaction records. Task: describe an organic reaction: reactants, conditions, products, and yield The reactants are C1(=CC=CC=C1)C(CC)C1NCCC2=CC(=C(C=C12)OC)OC (1-(1-Phenyl-propyl)-6,7-dimethoxy-1,2,3,4-tetrahydroisoquinoline), BrCC(=O)Br (2-bromoacetyl bromide), C(C1=CC=CC=C1)N (benzylamine). Product: C1(=CC=CC=C1)C(CC)C1N(CCC2=CC(=C(C=C12)OC)OC)CC(=O)NCC1=CC=CC=C1 (2-[1-(1-Phenyl-propyl)-6,7-dimethoxy-3,4-dihydro-1H-isoquinolin-2-yl]-N-benzyl-acetamide). Reaction SMILES: [C:1]1([CH:7]([CH:10]2[C:19]3[C:14](=[CH:15][C:16]([O:22][CH3:23])=[C:17]([O:20][CH3:21])[CH:18]=3)[CH2:13][CH2:12][NH:11]2)[CH2:8][CH3:9])[CH:6]=[CH:5][CH:4]=[CH:3][CH:2]=1.Br[CH2:25][C:26](Br)=[O:27].[CH2:29]([NH2:36])[C:30]1[CH:35]=[CH:34][CH:33]=[CH:32][CH:31]=1>>[C:1]1([CH:7]([CH:10]2[C:19]3[C:14](=[CH:15][C:16]([O:22][CH3:23])=[C:17]([O:20][CH3:21])[CH:18]=3)[CH2:13][CH2:12][N:11]2[CH2:25][C:26]([NH:36][CH2:29][C:30]2[CH:35]=[CH:34][CH:33]=[CH:32][CH:31]=2)=[O:27])[CH2:8][CH3:9])[CH:6]=[CH:5][CH:4]=[CH:3][CH:2]=1. Procedure: prepared by reaction of 1-(1-Phenyl-propyl)-6,7-dimethoxy-1,2,3,4-tetrahydroisoquinoline and 2-bromoacetyl bromide with benzylamine